From a dataset of the Open Reaction Database (ORD), a public repository of structured organic reaction records. describe an organic reaction: reactants, conditions, products, and yield The product is Cl.FC1=C(NC2=CN=NC3=CC(=C(C=C23)OC)OCC=2N=C(SC2)C)C=C(C(=C1)C)O (4-(2-fluoro-5-hydroxy-4-methylanilino)-6-methoxy-7-[(2-methylthiazol-4-yl)methoxy]cinnoline hydrochloride). Starting materials: ClC1=CN=NC2=CC(=C(C=C12)OC)OCC=1N=C(SC1)C (4-chloro-6-methoxy-7-[(2-methylthiazol-4-yl)methoxy]cinnoline), FC1=C(N)C=C(C(=C1)C)O (2-fluoro-5-hydroxy-4-methylaniline), solution, Cl (hydrogen chloride). Solvent: CC(CCC)O (2-pentanol), C(C)(C)O (isopropanol). Procedure details: A suspension of 4-chloro-6-methoxy-7-[(2-methylthiazol-4-yl)methoxy]cinnoline (150 mg, 0.46 mmol) and 2-fluoro-5-hydroxy-4-methylaniline (78 mg, 0.56 mmol), (prepared as described for the starting material in Example 11), in 2-pentanol (3 ml) and a 5M solution of hydrogen chloride in isopropanol (105 μl) was heated at reflux for 90 minutes. The solid obtained was filtered off, washed with isopropanol followed by ether to give 4-(2-fluoro-5-hydroxy-4-methylanilino)-6-methoxy-7-[(2-methylthiazol-4... Yield: 89.2%. Reaction SMILES: [Cl:1][C:2]1[C:11]2[C:6](=[CH:7][C:8]([O:14][CH2:15][C:16]3[N:17]=[C:18]([CH3:21])[S:19][CH:20]=3)=[C:9]([O:12][CH3:13])[CH:10]=2)[N:5]=[N:4][CH:3]=1.[F:22][C:23]1[CH:29]=[C:28]([CH3:30])[C:27]([OH:31])=[CH:26][C:24]=1[NH2:25].Cl>CC(O)CCC.C(O)(C)C>[ClH:1].[F:22][C:23]1[CH:29]=[C:28]([CH3:30])[C:27]([OH:31])=[CH:26][C:24]=1[NH:25][C:2]1[C:11]2[C:6](=[CH:7][C:8]([O:14][CH2:15][C:16]3[N:17]=[C:18]([CH3:21])[S:19][CH:20]=3)=[C:9]([O:12][CH3:13])[CH:10]=2)[N:5]=[N:4][CH:3]=1 |f:5.6|. The reactants are CN(C)c1ccncc1, ClCCl, Nc1ccccc1-c1cc2ccccc2[nH]1, O=C1OC(=O)c2ccccc21. Product: O=C(O)c1ccccc1C(=O)Nc1ccccc1-c1cc2ccccc2[nH]1. Reaction SMILES: [CH3:28][N:29]([c:30]1[cH:31][cH:32][n:33][cH:34][cH:35]1)[CH3:36].[Cl:37][CH2:38][Cl:39].[NH2:1][c:2]1[c:3](-[c:8]2[nH:9][c:10]3[cH:11][cH:12][cH:13][cH:14][c:15]3[cH:16]2)[cH:4][cH:5][cH:6][cH:7]1.[O:17]=[C:18]1[O:19][C:20](=[O:21])[c:22]2[cH:23][cH:24][cH:25][cH:26][c:27]21>>[NH:1]([c:2]1[c:3](-[c:8]2[nH:9][c:10]3[cH:11][cH:12][cH:13][cH:14][c:15]3[cH:16]2)[cH:4][cH:5][cH:6][cH:7]1)[C:20](=[O:21])[c:22]1[cH:23][cH:24][cH:25][cH:26][c:27]1[C:18](=[O:17])[OH:19].